From a dataset of the Open Reaction Database (ORD), a public repository of structured organic reaction records. describe an organic reaction: reactants, conditions, products, and yield The reactants are C(C)(=O)OC=1C=C2C=C(C(N(C2=CC1OC(C)=O)C)=O)C(=O)O (6,7-diacetoxy-1-methyl-1,2-dihydro-2-oxoquinoline-3-carboxylic acid), S(=O)(Cl)Cl (thionyl chloride). The reagents and catalysts are CN(C=O)C (dimethylformamide). The solvent is C1=CC=CC=C1 (benzene). Product: C(C)(=O)OC=1C=C2C=C(C(N(C2=CC1OC(C)=O)C)=O)C(=O)Cl (6,7-diacetoxy-1-methyl-1,2-dihydro-2-oxoquinoline-3-carbonyl chloride). As a reaction SMILES: [C:1]([O:4][C:5]1[CH:6]=[C:7]2[C:12](=[CH:13][C:14]=1[O:15][C:16](=[O:18])[CH3:17])[N:11]([CH3:19])[C:10](=[O:20])[C:9]([C:21]([OH:23])=O)=[CH:8]2)(=[O:3])[CH3:2].S(Cl)([Cl:26])=O>CN(C)C=O.C1C=CC=CC=1>[C:1]([O:4][C:5]1[CH:6]=[C:7]2[C:12](=[CH:13][C:14]=1[O:15][C:16](=[O:18])[CH3:17])[N:11]([CH3:19])[C:10](=[O:20])[C:9]([C:21]([Cl:26])=[O:23])=[CH:8]2)(=[O:3])[CH3:2]. Procedure details: A mixture of 6,7-diacetoxy-1-methyl-1,2-dihydro-2-oxoquinoline-3-carboxylic acid (60 mg), thionyl chloride (40 μL), and dimethylformamide (one drop) was heated under reflux for 2 hours in 40 mL of benzene, and the solvent was distilled off. Benzene (30 mL) was added to the residue and the benzene was distilled off again, followed by vacuum drying, to yield 6,7-diacetoxy-1-methyl-1,2-dihydro-2-oxoquinoline-3-carbonyl chloride. Starting materials: ( 2 ), C(=O)(C(F)(F)F)O (TFA), C(C=C)O[C@@H]1C[C@@H](C2=CC(=CC=C12)OC)NC[C@H]([C@H](CC1=CC(=CC(=C1)F)F)NC([C@H](CC=C)N1C(CCC1)=O)=O)O ((S)—N-((2S,3R)-4-((1S,3R)-3-(Allyloxy)-6-methoxy-2,3-dihydro-1H-inden-1-ylamino)-1-(3,5-difluorophenyl)-3-hydroxybutan-2-yl)-2-(2-oxopyrrolidin-1-yl)pent-4-enamide), C(=O)(C(F)(F)F)O (TFA). Reagents/catalysts: Cl[Ru](Cl)([P](C1CCCCC1)(C2CCCCC2)C3CCCCC3)([P](C4CCCCC4)(C5CCCCC5)C6CCCCC6)=CC7=CC=CC=C7 (Grubbs catalyst). The product is FC=1C=C(C[C@H]2[C@@H](CN[C@@H]3C=4C=C(C=CC4[C@H](OCC=CC[C@@H](C(N2)=O)N2C(CCC2)=O)C3)OC)O)C=C(C1)F ((1S,4R,5S,8S,14R)-5-(3,5-Difluoro-benzyl)-4-hydroxy-18-methoxy-8-(2-oxo-pyrrolidin-1-yl)-13-oxa-2,6-diaza-tricyclo[12.6.1.015,20]henicosa-10,15(20),16,18-tetraen-7-one). Yield: 70.0%. As a reaction SMILES: C(O)(C(F)(F)F)=O.[CH2:8]([O:11][C@H:12]1[C:20]2[C:15](=[CH:16][C:17]([O:21][CH3:22])=[CH:18][CH:19]=2)[C@@H:14]([NH:23][CH2:24][C@@H:25]([OH:49])[C@@H:26]([NH:36][C:37](=[O:48])[C@@H:38]([N:42]2[CH2:46][CH2:45][CH2:44][C:43]2=[O:47])[CH2:39][CH:40]=[CH2:41])[CH2:27][C:28]2[CH:33]=[C:32]([F:34])[CH:31]=[C:30]([F:35])[CH:29]=2)[CH2:13]1)C=C>Cl[Ru](=CC1C=CC=CC=1)([P](C1CCCCC1)(C1CCCCC1)C1CCCCC1)([P](C1CCCCC1)(C1CCCCC1)C1CCCCC1)Cl>[F:35][C:30]1[CH:29]=[C:28]([CH:33]=[C:32]([F:34])[CH:31]=1)[CH2:27][C@@H:26]1[NH:36][C:37](=[O:48])[C@@H:38]([N:42]2[CH2:46][CH2:45][CH2:44][C:43]2=[O:47])[CH2:39][CH:40]=[CH:41][CH2:8][O:11][C@@H:12]2[CH2:13][C@@H:14]([C:15]3[CH:16]=[C:17]([O:21][CH3:22])[CH:18]=[CH:19][C:20]=32)[NH:23][CH2:24][C@H:25]1[OH:49] |^1:58,77|. Reported procedure: Step I (2): The TFA salt of (S)—N-((2S,3R)-4-((1S,3R)-3-(Allyloxy)-6-methoxy-2,3-dihydro-1H-inden-1-ylamino)-1-(3,5-difluorophenyl)-3-hydroxybutan-2-yl)-2-(2-oxopyrrolidin-1-yl)pent-4-enamide (diastereomer A, 10 mg, 0.0143 mmol) from stepG(1) was dissolved in 2 mL of CH2CL2. Added Hoveyda/Grubbs catalyst [(1,3-bis-(2,4,6-trimethylphenyl)-2-imidazolidinylidene)dichloro(O-isoproproxylphenylmethylene)ruthenium] (2.4 mg, 2.9 μmol, Aldrich) and stirred at room temperature overnight. Evaporated to dry...